From a dataset of the Open Reaction Database (ORD), a public repository of structured organic reaction records. describe an organic reaction: reactants, conditions, products, and yield Reactants: BrC1=CN=C2N1N=CC(=N2)C(C)(F)F (7-bromo-3-(1,1-difluoroethyl)imidazo[1,2-b][1,2,4]triazine), FC1=C(C=C(C=C1)B1OC(C(O1)(C)C)(C)C)C=1C=NC=CC1 (3-[2-fluoro-5-(4,4,5,5-tetramethyl-[1,3,2]dioxaborolan-2-yl)phenyl]pyridine). The product is FC(C)(F)C1=NC=2N(N=C1)C(=CN2)C2=CC(=C(C=C2)F)C=2C=NC=CC2 (3-(1,1-Difluoroethyl)-7-[4-fluoro-3-(pyridin-3-yl)phenyl]imidazo[1,2-b][1,2,4]triazine). Isolated yield 44.0%. Reaction SMILES: Br[C:2]1[N:6]2[N:7]=[CH:8][C:9]([C:11]([F:14])([F:13])[CH3:12])=[N:10][C:5]2=[N:4][CH:3]=1.[F:15][C:16]1[CH:21]=[CH:20][C:19](B2OC(C)(C)C(C)(C)O2)=[CH:18][C:17]=1[C:31]1[CH:32]=[N:33][CH:34]=[CH:35][CH:36]=1>>[F:13][C:11]([C:9]1[CH:8]=[N:7][N:6]2[C:2]([C:19]3[CH:20]=[CH:21][C:16]([F:15])=[C:17]([C:31]4[CH:32]=[N:33][CH:34]=[CH:35][CH:36]=4)[CH:18]=3)=[CH:3][N:4]=[C:5]2[N:10]=1)([F:14])[CH3:12]. Procedure: This compound was prepared in 44% yield as described in the final paragraph of Example 2, step d, but using 7-bromo-3-(1,1-difluoroethyl)imidazo[1,2-b][1,2,4]triazine instead of 7-bromo-3-trifluoromethylimidazo[1,2-b][1,2,4]triazine, and using 3-[2-fluoro-5-(4,4,5,5-tetramethyl-[1,3,2]dioxaborolan-2-yl)phenyl]pyridine (prepared as described in Example 3, step f) instead of 2′-fluoro-5′-(4,4,5,5-tetramethyl-[1,3,2]dioxaborolan-2-yl)biphenyl-2-carbonitrile: 1H NMR (360 MHz, CDCl3) δ 2.19 (3H, t, J... Starting materials: BrC1=CC=C(C=C1)SC (4-bromothioanisole), ClCCl (dichloromethane), ClC1=CC(=CC=C1)C(=O)OO (meta-chloroperbenzoic acid). Run in O (water). Reaction conditions: time 4 hour. Yields the product BrC1=CC=C(C=C1)S(=O)C (4-bromophenylsulfinylmethane). Reaction SMILES: [Br:1][C:2]1[CH:7]=[CH:6][C:5]([S:8][CH3:9])=[CH:4][CH:3]=1.ClCCl.ClC1C=CC=C(C(OO)=[O:21])C=1>O>[Br:1][C:2]1[CH:7]=[CH:6][C:5]([S:8]([CH3:9])=[O:21])=[CH:4][CH:3]=1. Procedure details: 4.06 g (20 mmol) of 4-bromothioanisole and 75 ml of dichloromethane were introduced into a round-bottomed flask and 6.3 g (20 mmol) of meta-chloroperbenzoic acid were added. Stirring was carried out at room temperature for four hours and the reaction mixture was poured into water. The organic phase was separated by settling, dried over magnesium sulfate and evaporated. The residue obtained was purified by chromatography on a silica column eluted with a mixture of dichloromethane and heptane (70/... The reactants are COC1=CC=C(C=C1)C2CC(=O)C3=C(C(=C(C=C3O2)OC)C4=C(C=CC(=C4)C5CC(=O)C6=C(C=C(C=C6O5)OC)OC)OC)OC (Robustaflavone hexamethyl ether), B(Br)(Br)Br (BBr3). The product is C1=CC(=CC=C1C2=CC(=O)C3=C(C=C(C(=C3O)C=4C=C(C=CC4O)C5=CC(=O)C=6C(=CC(=CC6O5)O)O)O)O2)O (robustaflavone). Yield: 30.0%. Reaction SMILES: C[O:2][C:3]1[CH:8]=[CH:7][C:6]([CH:9]2[O:19][C:18]3[C:13](=[C:14]([O:45]C)[C:15]([C:22]4[CH:27]=[C:26]([CH:28]5[O:38][C:37]6[C:32](=[C:33]([O:41]C)[CH:34]=[C:35]([O:39]C)[CH:36]=6)[C:30](=[O:31])[CH2:29]5)[CH:25]=[CH:24][C:23]=4[O:43]C)=[C:16]([O:20]C)[CH:17]=3)[C:11](=[O:12])[CH2:10]2)=[CH:5][CH:4]=1.B(Br)(Br)Br>>[CH:5]1[C:6]([C:9]2[O:19][C:18]3[CH:17]=[C:16]([OH:20])[C:15]([C:22]4[CH:27]=[C:26]([C:28]5[O:38][C:37]6[CH:36]=[C:35]([OH:39])[CH:34]=[C:33]([OH:41])[C:32]=6[C:30](=[O:31])[CH:29]=5)[CH:25]=[CH:24][C:23]=4[OH:43])=[C:14]([OH:45])[C:13]=3[C:11](=[O:12])[CH:10]=2)=[CH:7][CH:8]=[C:3]([OH:2])[CH:4]=1. Procedure details: To a solution of 10 (75.0 mg, 0.12 mmol) in 10 mL dry CHC3 was added BBr3 (1.0 M in CH2Cl2, 1.45 mL, 1.45 mmol), and the resulting yellow slurry was stirred at reflux overnight. The reaction mixture was cooled to room temperature, quenched by the careful addition of MeOH, and evaporated in vacuo. The resulting orange solid was triturated with MeOH, the solvent again evaporated in vacuo, and the solid was partitioned between EtOAc and 1 M NaOH. The organic layer was discarded, and the aqueous lay... Starting materials: CSC1=NC=C(C=N1)Cl (2-methylthio-5-chloropyrimidine), ClC1=CC(=CC=C1)C(=O)OO (m-chloroperbenzoic acid). The solvent is C(Cl)(Cl)Cl (chloroform). Conditions: time 8 hour. Product: CS(=O)C1=NC=C(C=N1)Cl (2-Methylsulfinyl-5-chloropyrimidine). Isolated yield 80.0%. RXN SMILES: [CH3:1][S:2][C:3]1[N:8]=[CH:7][C:6]([Cl:9])=[CH:5][N:4]=1.ClC1C=CC=C(C(OO)=[O:18])C=1>C(Cl)(Cl)Cl>[CH3:1][S:2]([C:3]1[N:8]=[CH:7][C:6]([Cl:9])=[CH:5][N:4]=1)=[O:18]. Procedure: A solution of 2-methylthio-5-chloropyrimidine (13 mmol) in chloroform (85 ml) was cooled to -20° C. and m-chloroperbenzoic acid (17 mmol) added with stirring. The mixture was stirred for 40 min at -20° C. and for 4 h at 0° C. and left at this temperature overnight. The chloroform solution was then washed with 1 M potassium carbonate (3×10 ml) and the dried (MgSO4) solution evaporated. The residual oily material crystallized on standing; yield 80% m.p. 48° C. (n-heptane). 1H NMR (CDCl3): δ2.93 (M... The reactants are BrCC1CC1 ((bromomethyl)cyclopropane), Cl (hydrochloric acid), C(#N)C1=NN(C(=C1NS(=O)(=O)C(F)(F)F)N=CN(C)C)C1=C(C=C(C=C1Cl)C(F)(F)F)Cl (N-(3-cyano-1-[2,6-dichloro-4-(trifluoromethyl)phenyl]-5-{[(dimethylamino)methylene]amino}-1H-pyrazol-4-yl)-1,1,1-trifluoromethanesulfonamide), C([O-])([O-])=O.[K+].[K+] (potassium carbonate), [I-].[Na+] (sodium iodide). Solvent: CO (methanol), CC(=O)C (acetone). Run at temperature 60 celsius, time 8 hour. Product: NC1=C(C(=NN1C1=C(C=C(C=C1Cl)C(F)(F)F)Cl)C#N)N(S(=O)(=O)C(F)(F)F)CC1CC1 (N-{5-amino-3-cyano-1-[2,6-dichloro-4-(trifluoromethyl)phenyl]-1H-pyrazol-4-yl}-N-(cyclopropylmethyl)-1,1,1-trifluoromethanesulfonamide). The yield is 47.9%. As a reaction SMILES: [C:1]([C:3]1[C:7]([NH:8][S:9]([C:12]([F:15])([F:14])[F:13])(=[O:11])=[O:10])=[C:6]([N:16]=CN(C)C)[N:5]([C:21]2[C:26]([Cl:27])=[CH:25][C:24]([C:28]([F:31])([F:30])[F:29])=[CH:23][C:22]=2[Cl:32])[N:4]=1)#[N:2].C(=O)([O-])[O-].[K+].[K+].[I-].[Na+].Br[CH2:42][CH:43]1[CH2:45][CH2:44]1.Cl>CC(C)=O.CO>[NH2:16][C:6]1[N:5]([C:21]2[C:22]([Cl:32])=[CH:23][C:24]([C:28]([F:31])([F:30])[F:29])=[CH:25][C:26]=2[Cl:27])[N:4]=[C:3]([C:1]#[N:2])[C:7]=1[N:8]([CH2:42][CH:43]1[CH2:45][CH2:44]1)[S:9]([C:12]([F:13])([F:15])[F:14])(=[O:11])=[O:10] |f:1.2.3,4.5|. Procedure: To a solution of N-(3-cyano-1-[2,6-dichloro-4-(trifluoromethyl)phenyl]-5-{[(dimethylamino)methylene]amino}-1H-pyrazol-4-yl)-1,1,1-trifluoromethanesulfonamide (250 mg, 0.48 mmol) in acetone (6 ml) was added potassium carbonate (100 mg, 0.72 mmol), a catalytic amount of sodium iodide and (bromomethyl)cyclopropane (69.5 μl, 0.72 mmol). The reaction mixture was then stirred at 60° C. overnight. The reaction mixture was concentrated under a stream of nitrogen and the residue was partitioned between d... The reactants are C(#N)C1=C(N(C2=CC(=CC=C12)OCC)CC)C1=CC=C(C=C1)NC(=O)C1CC1 (cyclopropanecarboxylic acid [4-(3-cyano-6-ethoxy-1-ethyl-1H-indol-2-yl)-phenyl]-amide), B(Br)(Br)Br (BBr3), C(=O)(O)[O-].[Na+] (NaHCO3). The solvent is C(Cl)Cl (DCM). Reaction conditions: temperature 0 celsius, time 3 hour. Yields the product C(#N)C1=C(N(C2=CC(=CC=C12)O)CC)C1=CC=C(C=C1)NC(=O)C1CC1 (cyclopropanecarboxylic acid [4-(3-cyano-1-ethyl-6-hydroxy-1H-indol-2-yl)-phenyl]-amide). The yield is 91.0%. As a reaction SMILES: [C:1]([C:3]1[C:11]2[C:6](=[CH:7][C:8]([O:12]CC)=[CH:9][CH:10]=2)[N:5]([CH2:15][CH3:16])[C:4]=1[C:17]1[CH:22]=[CH:21][C:20]([NH:23][C:24]([CH:26]2[CH2:28][CH2:27]2)=[O:25])=[CH:19][CH:18]=1)#[N:2].B(Br)(Br)Br.C([O-])(O)=O.[Na+]>C(Cl)Cl>[C:1]([C:3]1[C:11]2[C:6](=[CH:7][C:8]([OH:12])=[CH:9][CH:10]=2)[N:5]([CH2:15][CH3:16])[C:4]=1[C:17]1[CH:22]=[CH:21][C:20]([NH:23][C:24]([CH:26]2[CH2:28][CH2:27]2)=[O:25])=[CH:19][CH:18]=1)#[N:2] |f:2.3|. Procedure: To a solution of cyclopropanecarboxylic acid [4-(3-cyano-6-ethoxy-1-ethyl-1H-indol-2-yl)-phenyl]-amide (4.4 g, 11.8 mmol) in 60 mL of DCM is added BBr3 (6.65 mL, 70 mmol) at −10° C. After the addition, the mixture is stirred for 3 h at 0° C. Then aqueous NaHCO3 is added to the mixture carefully until it became basic. The crude solid is collected by filtration to give 91% of cyclopropanecarboxylic acid [4-(3-cyano-1-ethyl-6-hydroxy-1H-indol-2-yl)-phenyl]-amide and is used for the next step withou...